This data is from the Open Reaction Database (ORD), a public repository of structured organic reaction records. The task is: describe an organic reaction: reactants, conditions, products, and yield Product: OCC(C)(C)NS(=O)(=O)C=1C=C(C=CC1)NC(=O)C=1C=NN2C1N=C(C=C2C(F)(F)F)C2=CC=C(C=C2)C(F)(F)F (7-Trifluoromethyl-5-(4-trifluoromethyl-phenyl)-pyrazolo[1,5-a]pyrimidine-3-carboxylic acid[3-(2-hydroxy-1,1-dimethyl-ethylsulfamoyl)-phenyl]-amide). Procedure: The title compound was prepared from 7-trifluoromethyl-5-(4-trifluoromethyl-phenyl)-pyrazolo[1,5-a]pyrimidine-3-carboxylic acid (example C.2) and 3-amino-N-(2-hydroxy-1,1-dimethyl-ethyl)-benzenesulfonamide (example B.8) according to general procedure II. Yellow solid. MS (ISP) 600.1 [(M−H−]; mp 227° C. As a reaction SMILES: [F:1][C:2]([F:26])([F:25])[C:3]1[N:8]2[N:9]=[CH:10][C:11]([C:12]([OH:14])=O)=[C:7]2[N:6]=[C:5]([C:15]2[CH:20]=[CH:19][C:18]([C:21]([F:24])([F:23])[F:22])=[CH:17][CH:16]=2)[CH:4]=1.[NH2:27][C:28]1[CH:29]=[C:30]([S:34]([NH:37][C:38]([CH3:42])([CH3:41])[CH2:39][OH:40])(=[O:36])=[O:35])[CH:31]=[CH:32][CH:33]=1>>[OH:40][CH2:39][C:38]([NH:37][S:34]([C:30]1[CH:29]=[C:28]([NH:27][C:12]([C:11]2[CH:10]=[N:9][N:8]3[C:3]([C:2]([F:1])([F:26])[F:25])=[CH:4][C:5]([C:15]4[CH:16]=[CH:17][C:18]([C:21]([F:23])([F:24])[F:22])=[CH:19][CH:20]=4)=[N:6][C:7]=23)=[O:14])[CH:33]=[CH:32][CH:31]=1)(=[O:36])=[O:35])([CH3:42])[CH3:41]. Starting materials: FC(C1=CC(=NC=2N1N=CC2C(=O)O)C2=CC=C(C=C2)C(F)(F)F)(F)F (7-trifluoromethyl-5-(4-trifluoromethyl-phenyl)-pyrazolo[1,5-a]pyrimidine-3-carboxylic acid), NC=1C=C(C=CC1)S(=O)(=O)NC(CO)(C)C (3-amino-N-(2-hydroxy-1,1-dimethyl-ethyl)-benzenesulfonamide).